Dataset: the Open Reaction Database (ORD), a public repository of structured organic reaction records. Task: describe an organic reaction: reactants, conditions, products, and yield Run in C(C)(=O)OCC (ethyl acetate), O (water), C1(=CC=CC=C1)C (toluene). Procedure: To a degassed toluene (200 mL), 2,4-dibromodibenzo[b,d]thiophen-3-amine (12.15 g, 34.0 mmol), 4,4,5,5-tetramethyl-2-(prop-1-en-2-yl)-1,3,2-dioxaborolane (17.15 g, 102 mmol), benzaldehyde (3.61 g, 34.0 mmol), potassium phosphate (23.51 g, 102 mmol) dicyclohexyl(2′,6′-dimethoxy-[1,1′-biphenyl]-2-yl)phosphine (1.676 g, 4.08 mmol) and Pd2(dba)3 (0.935 g, 1.021 mmol) and water (20 mL) were sequentially added. The solution was refluxed for overnight in an atmosphere of nitrogen and then allowed to coo... Yields the product C=C(C)C1=CC2=C(SC3=C2C=CC=C3)C(=C1N)C(=C)C (2,4-di(prop-1-en-2-yl)dibenzo[b,d]thiophen-3-amine). The yield is 95.0%. Reaction SMILES: Br[C:2]1[C:14]([NH2:15])=[C:13](Br)[C:5]2[S:6][C:7]3[CH:12]=[CH:11][CH:10]=[CH:9][C:8]=3[C:4]=2[CH:3]=1.[CH3:17][C:18]1(C)[C:22](C)(C)OB(C(C)=C)O1.[CH:29](=O)[C:30]1C=CC=C[CH:31]=1.P([O-])([O-])([O-])=O.[K+].[K+].[K+]>C(OCC)(=O)C.C1C=CC(/C=C/C(/C=C/C2C=CC=CC=2)=O)=CC=1.C1C=CC(/C=C/C(/C=C/C2C=CC=CC=2)=O)=CC=1.C1C=CC(/C=C/C(/C=C/C2C=CC=CC=2)=O)=CC=1.[Pd].[Pd].O.C1(C)C=CC=CC=1>[CH2:17]=[C:18]([C:2]1[C:14]([NH2:15])=[C:13]([C:30]([CH3:31])=[CH2:29])[C:5]2[S:6][C:7]3[CH:12]=[CH:11][CH:10]=[CH:9][C:8]=3[C:4]=2[CH:3]=1)[CH3:22] |f:3.4.5.6,8.9.10.11.12|. The reactants are BrC1=CC2=C(SC3=C2C=CC=C3)C(=C1N)Br (2,4-dibromodibenzo[b,d]thiophen-3-amine), CC1(OB(OC1(C)C)C(=C)C)C (4,4,5,5-tetramethyl-2-(prop-1-en-2-yl)-1,3,2-dioxaborolane), C(C1=CC=CC=C1)=O (benzaldehyde), P(=O)([O-])([O-])[O-].[K+].[K+].[K+] (potassium phosphate). The reagents and catalysts are C=1C=CC(=CC1)/C=C/C(=O)/C=C/C2=CC=CC=C2.C=1C=CC(=CC1)/C=C/C(=O)/C=C/C2=CC=CC=C2.C=1C=CC(=CC1)/C=C/C(=O)/C=C/C2=CC=CC=C2.[Pd].[Pd] (Pd2(dba)3). Starting materials: C1CCOC1, CC1(C)OCc2cc(C3CN(CCCCCCOCCOCc4cccc(NC(=O)Nc5cccc(NC(=O)c6cccnc6)c5)c4)C(=O)O3)ccc2O1, C[Si](C)(C)[O-], [K+], O=P([O-])([O-])[O-]. The product is CC1(C)OCc2cc(C(O)CNCCCCCCOCCOCc3cccc(NC(=O)Nc4cccc(NC(=O)c5cccnc5)c4)c3)ccc2O1. Reaction SMILES: [CH2:66]1[O:67][CH2:68][CH2:69][CH2:70]1.[CH3:1][C:2]1([CH3:54])[O:3][CH2:4][c:5]2[c:6]([cH:8][cH:9][c:10]([CH:12]3[CH2:13][N:14]([CH2:18][CH2:19][CH2:20][CH2:21][CH2:22][CH2:23][O:24][CH2:25][CH2:26][O:27][CH2:28][c:29]4[cH:30][c:31]([NH:35][C:36](=[O:37])[NH:38][c:39]5[cH:40][c:41]([NH:45][C:46](=[O:47])[c:48]6[cH:49][n:50][cH:51][cH:52][cH:53]6)[cH:42][cH:43][cH:44]5)[cH:32][cH:33][cH:34]4)[C:15](=[O:17])[O:16]3)[cH:11]2)[O:7]1.[CH3:55][Si:56]([CH3:57])([CH3:58])[O-:59].[K+:60].[O-:61][P:62](=[O:63])([O-:64])[O-:65]>>[CH3:1][C:2]1([CH3:54])[O:3][CH2:4][c:5]2[c:6]([cH:8][cH:9][c:10]([CH:12]([CH2:13][NH:14][CH2:18][CH2:19][CH2:20][CH2:21][CH2:22][CH2:23][O:24][CH2:25][CH2:26][O:27][CH2:28][c:29]3[cH:30][c:31]([NH:35][C:36](=[O:37])[NH:38][c:39]4[cH:40][c:41]([NH:45][C:46](=[O:47])[c:48]5[cH:49][n:50][cH:51][cH:52][cH:53]5)[cH:42][cH:43][cH:44]4)[cH:32][cH:33][cH:34]3)[OH:16])[cH:11]2)[O:7]1. Reactants: BrC1=CC=C2C(C(NC2=C1C)=O)=O (6-bromo-7-methyl-1H-indole-2,3-dione), C([O-])([O-])=O.[K+].[K+] (potassium carbonate), BrCC1=CC=C(C=C1)S(=O)(=O)N(C)C (4-bromomethyl-N,N-dimethyl-benzenesulfonamide). The solvent is CN(C)C=O (DMF). Conditions: time 30 minute. The product is BrC1=CC=C2C(C(N(C2=C1C)CC1=CC=C(C=C1)S(=O)(=O)N(C)C)=O)=O (4-(6-Bromo-7-methyl-2,3-dioxo-2,3-dihydro-indol-1-ylmethyl)-N,N-dimethyl-benzenesulfonamide). Yield: 10.8%. RXN SMILES: [Br:1][C:2]1[C:10]([CH3:11])=[C:9]2[C:5]([C:6](=[O:13])[C:7](=[O:12])[NH:8]2)=[CH:4][CH:3]=1.C(=O)([O-])[O-].[K+].[K+].Br[CH2:21][C:22]1[CH:27]=[CH:26][C:25]([S:28]([N:31]([CH3:33])[CH3:32])(=[O:30])=[O:29])=[CH:24][CH:23]=1>CN(C=O)C>[Br:1][C:2]1[C:10]([CH3:11])=[C:9]2[C:5]([C:6](=[O:13])[C:7](=[O:12])[N:8]2[CH2:21][C:22]2[CH:27]=[CH:26][C:25]([S:28]([N:31]([CH3:32])[CH3:33])(=[O:30])=[O:29])=[CH:24][CH:23]=2)=[CH:4][CH:3]=1 |f:1.2.3|. Reported procedure: To a solution of 6-bromo-7-methyl-1H-indole-2,3-dione (2.0 g, 8.33 mmol) in DMF (25 ml) was added potassium carbonate (2.3 g, 16.6 mmol). After stirring at this temperature for 30 minutes, was added 4-bromomethyl-N,N-dimethyl-benzenesulfonamide (3.0 g, 10.83 mmol). The reaction mixture was stirred at room temperature for six hours. It was then partitioned between water and ethyl acetate. The organic layer was dried over MgSO4, filtered and concentrated under vacuum to give the crude product whic... The reactants are CO (MeOH), [H-].[Na+] (NaH), C(C=C)Br (allyl bromide), ClC1=CC=2C3=C(NC2C=C1)CCN(C3)C (8-chloro-2-methyl-2,3,4,5-tetrahydro-1H-pyrido[4,3-b]indole). The solvent is CN(C)C=O (DMF). Run at temperature 0 celsius, time 30 minute. Yields the product C(C=C)N1C2=C(C=3C=C(C=CC13)Cl)CN(CC2)C (5-allyl-8-chloro-2,3,4,5-tetrahydro-2-methyl-1H-pyrido[4,3-b]indole). RXN SMILES: [H-].[Na+].[Cl:3][C:4]1[CH:12]=[CH:11][C:10]2[NH:9][C:8]3[CH2:13][CH2:14][N:15]([CH3:17])[CH2:16][C:7]=3[C:6]=2[CH:5]=1.[CH2:18](Br)[CH:19]=[CH2:20].CO>CN(C=O)C>[CH2:20]([N:9]1[C:10]2[CH:11]=[CH:12][C:4]([Cl:3])=[CH:5][C:6]=2[C:7]2[CH2:16][N:15]([CH3:17])[CH2:14][CH2:13][C:8]1=2)[CH:19]=[CH2:18] |f:0.1|. Procedure details: To a suspension of NaH (60% dispersion in oil, 240 mg, 6 mmol) in DMF (15 mL) at 0° C. was added 8-chloro-2-methyl-2,3,4,5-tetrahydro-1H-pyrido[4,3-b]indole (1.1 g, 5 mmol) and the reaction mixture was stirred at 0° C. for 30 min, followed by addition of allyl bromide (0.51 mL, 6 mmol). The reaction mixture was allowed to warm to and was stirred at 25° C. for 3 h. MeOH was added and the reaction mixture was evaporated to dryness. The residue was purified by flash chromatography on silica gel usi... The product is CCC(CC)c1cc(C)nn2c(-c3sc(-c4cccnc4)cc3C)c(C)nc12. The reactants are CCC(CC)c1cc(C)nn2c(-c3sc(Br)cc3C)c(C)nc12, Brc1cccnc1, C1CCOC1, ClCCl. Reaction SMILES: [Br:1][c:2]1[cH:3][c:4]([CH3:23])[c:5](-[c:7]2[c:8]([CH3:22])[n:9][c:10]3[n:11]2[n:12][c:13]([CH3:21])[cH:14][c:15]3[CH:16]([CH2:17][CH3:18])[CH2:19][CH3:20])[s:6]1.[Br:29][c:30]1[cH:31][n:32][cH:33][cH:34][cH:35]1.[CH2:24]1[O:25][CH2:26][CH2:27][CH2:28]1.[Cl:36][CH2:37][Cl:38]>>[c:2]1(-[c:30]2[cH:31][n:32][cH:33][cH:34][cH:35]2)[cH:3][c:4]([CH3:23])[c:5](-[c:7]2[c:8]([CH3:22])[n:9][c:10]3[n:11]2[n:12][c:13]([CH3:21])[cH:14][c:15]3[CH:16]([CH2:17][CH3:18])[CH2:19][CH3:20])[s:6]1. Starting materials: C(C)(=O)C=1C=C(C=CC1)NS(=O)(=O)CC (N-(3-acetyl-phenyl)-ethanesulfonamide), COC(N(C)C)OC (N,N-dimethylformamide dimethyl acetal). The solvent is C(C)(=O)OCC.CO (ethyl acetate methanol). Run at temperature 150 celsius. Yields the product CN(C=CC(=O)C=1C=C(C=CC1)NS(=O)(=O)CC)C (N-[3-[3-(dimethylamino)-1-oxo-2-propenyl]phenyl]-ethanesulfonamide). Yield: 56.0%. As a reaction SMILES: [C:1]([C:4]1[CH:5]=[C:6]([NH:10][S:11]([CH2:14][CH3:15])(=[O:13])=[O:12])[CH:7]=[CH:8][CH:9]=1)(=[O:3])[CH3:2].CO[CH:18](OC)[N:19]([CH3:21])[CH3:20]>C(OCC)(=O)C.CO>[CH3:18][N:19]([CH3:21])[CH:20]=[CH:2][C:1]([C:4]1[CH:5]=[C:6]([NH:10][S:11]([CH2:14][CH3:15])(=[O:12])=[O:13])[CH:7]=[CH:8][CH:9]=1)=[O:3] |f:2.3|. Procedure details: 2 g (8.8 mmol) of N-(3-acetyl-phenyl)-ethanesulfonamide were dissolved in 15 ml of N,N-dimethylformamide dimethyl acetal and heated at 150° C. for 12 h. The solvent was removed by reduced pressure distillation to yield a crude which was chromatographied (silica gel) using ethyl acetate/methanol as eluent. 1.4 g (yield=56%) of N-[3-[3-(dimethylamino)-1-oxo-2-propenyl]phenyl]-ethanesulfonamide were obtained. Starting materials: [H-].[Na+] (sodium hydride), [Na] (sodium), C(C1=CC=CC=C1)(=O)Cl (benzoyl chloride), C1(CCCCC1)CC1N(CCCC1)CCC1=CNC2=CC=C(C=C12)OC (3-[2-(2-cyclohexylmethylpiperidino)ethyl]-5-methoxyindole), C1(CCCCC1)CC1N(CCCC1)CCCC1=C(NC2=CC=C(C=C12)OC)CO (3-[3-(2-cyclohexylmethylpiperidino)propyl]-5-methoxy-2-hydroxymethylindole), C1(CCCCC1)CC1N(CCCC1)CCCC1=C(NC2=C(C=C(C=C12)F)F)CO (3-[3-(2-cyclohexylmethylpiperidino)propyl]-5,7-difluoro-2-hydroxymethylindole), C1(CCCCC1)CC1N(CCCC1)CCCC1=CNC2=C(C=CC=C12)C(F)(F)F (3-[3-(2-cyclohexylmethylpiperidino)propyl]-7-trifluoromethylindole), C1(CCCCC1)CC1N(CCCC1)CCCCC1=CNC2=C(C=C(C=C12)Cl)C(F)(F)F (3-[4-(2-cyclohexylmethylpiperidino)butyl]-5-chloro-7-trifluoromethylindole), benzoyl. Run in CN(C)C=O (DMF). Yields the product C1(CCCCC1)CC1N(CCCC1)CCCCCC1=CNC2=CC=CC=C12 (3-[5-(2-cyclohexylmethylpiperidino)pentyl]indole). RXN SMILES: C1(CC2CCCCN2CC[C:16]2[C:24]3[C:19](=[CH:20][CH:21]=[C:22](OC)[CH:23]=3)[NH:18][CH:17]=2)CCCCC1.C1(CC2CCCCN2CCCC2C3C(=C(C(F)(F)F)C=CC=3)NC=2)CCCCC1.[CH:56]1([CH2:62][CH:63]2[CH2:68][CH2:67][CH2:66][CH2:65][N:64]2[CH2:69][CH2:70][CH2:71][CH2:72][C:73]2C3C(=C(C(F)(F)F)C=C(Cl)C=3)NC=2)[CH2:61][CH2:60][CH2:59][CH2:58][CH2:57]1.C1(CC2CCCCN2CCCC2C3C(=CC=C(OC)C=3)NC=2CO)CCCCC1.C1(CC2CCCCN2CCCC2C3C(=C(F)C=C(F)C=3)NC=2CO)CCCCC1.[H-].[Na+].[Na].C(Cl)(=O)C1C=CC=CC=1>CN(C=O)C>[CH:56]1([CH2:62][CH:63]2[CH2:68][CH2:67][CH2:66][CH2:65][N:64]2[CH2:69][CH2:70][CH2:71][CH2:72][CH2:73][C:16]2[C:24]3[C:19](=[CH:20][CH:21]=[CH:22][CH:23]=3)[NH:18][CH:17]=2)[CH2:61][CH2:60][CH2:59][CH2:58][CH2:57]1 |f:5.6,^1:146|. Reported procedure: 3-[2-(2-cyclohexylmethylpiperidino)ethyl]-5-methoxyindole (both disclosed U.S. Pat. No. 3,238,215); 3-[3-(2-cyclohexylmethylpiperidino)propyl]-7-trifluoromethylindole (m.p. 90.5°-91.5° C.); 3-[4-(2-cyclohexylmethylpiperidino)butyl]-5-chloro-7-trifluoromethylindole (m.p. 80°-81° C.) (both prepared according to the procedure described in U.S. Pat. No. 3,238,215); 3-[3-(2-cyclohexylmethylpiperidino)propyl]-5-methoxy-2-hydroxymethylindole; or 3-[3-(2-cyclohexylmethylpiperidino)propyl]-5,7-difluoro-2... The reactants are C(C1=CC=CC=C1)=NN1C(N(C2C1CC(C2)=O)CCC)=O (1-Benzylideneamino-3-propyltetrahydrocyclopenta[d]imidazol-2,5(1H,3H)-dione), [BH4-].[Na+] (sodium borohydride). Run in CO (methanol). Yields the product C(C1=CC=CC=C1)=NN1C(N(C2C1CC(C2)O)CCC)=O (1-Benzylideneamino-3-propyl-5-hydroxyhexahydrocylopenta[d]imidazol-2(1H)-one). Yield: 35.5%. As a reaction SMILES: [CH:1](=[N:8][N:9]1[CH:13]2[CH2:14][C:15](=[O:17])[CH2:16][CH:12]2[N:11]([CH2:18][CH2:19][CH3:20])[C:10]1=[O:21])[C:2]1[CH:7]=[CH:6][CH:5]=[CH:4][CH:3]=1.[BH4-].[Na+]>CO>[CH:1](=[N:8][N:9]1[CH:13]2[CH2:14][CH:15]([OH:17])[CH2:16][CH:12]2[N:11]([CH2:18][CH2:19][CH3:20])[C:10]1=[O:21])[C:2]1[CH:3]=[CH:4][CH:5]=[CH:6][CH:7]=1 |f:1.2|. Procedure: The compound of step (e) (21 g) was dissolved in methanol (100 ml) and the solution cooled to 0° C. while sodium borohydride (1.5 g) was added portionwise over 15 minutes. When addition was complete, the solvent was removed in vacuo, water (100 ml) and chloroform (100 ml) added and the organic phase separated. After drying over anhy. sodium sulphate, filtration and concentration in vacuo gave the crude product as a brown gum (21 g). This was purified by column chromatography (silica, 10:1 diethy... Reactants: crude material, [H-].[Na+] (Sodium hydride), C1=C(C=CC2=CC=CC=C12)OCCO (2-(2-naphthoxy)ethanol), ClC1=NC=CN=C1Cl (2,3-dichloropyrazine). Solvent: O1CCOCC1 (dioxane). Run at temperature 40 celsius, time 15 hour. Product: ClC1=NC=CN=C1OCCOC1=CC2=CC=CC=C2C=C1 (2-Chloro-3-[2-(2-naphthyloxy)ethoxy]pyrazine). RXN SMILES: [H-].[Na+].[CH:3]1[C:12]2[C:7](=[CH:8][CH:9]=[CH:10][CH:11]=2)[CH:6]=[CH:5][C:4]=1[O:13][CH2:14][CH2:15][OH:16].[Cl:17][C:18]1[C:23](Cl)=[N:22][CH:21]=[CH:20][N:19]=1>O1CCOCC1>[Cl:17][C:18]1[C:23]([O:16][CH2:15][CH2:14][O:13][C:4]2[CH:5]=[CH:6][C:7]3[C:12](=[CH:11][CH:10]=[CH:9][CH:8]=3)[CH:3]=2)=[N:22][CH:21]=[CH:20][N:19]=1 |f:0.1|. Reported procedure: Sodium hydride (55% dispersion in mineral oil; 44 mg, 1.0 mmol) was added to a mixture of 2-(2-naphthoxy)ethanol (188 mg, 1.00 mmol) and 2,3-dichloropyrazine (149 mg, 1.00 mmol) in dioxane (0.5 mL), and the reaction mixture was stirred at 40° C. for 15 h. The crude material was used directly in Step 2. The reactants are ClCCCl, C1CCOC1, O, O, On1nnc2ccccc21, O=C(O)c1cccnc1C(=O)Nc1ccccc1C=Cc1n[nH]c2ccccc12, O=C(Nc1ccccc1C=Cc1n[nH]c2ccccc12)c1cccnc1C(=O)O. The product is O=C1c2cccnc2C(=O)N1c1ccccc1C=Cc1n[nH]c2ccccc12. Reaction SMILES: [CH2:70]([Cl:71])[CH2:72][Cl:73].[CH2:74]1[O:75][CH2:76][CH2:77][CH2:78]1.[OH2:59].[OH2:79].[OH:60][n:61]1[c:62]2[cH:63][cH:64][cH:65][cH:66][c:67]2[n:68][n:69]1.[nH:1]1[n:2][c:3]([CH:10]=[CH:11][c:12]2[c:13]([NH:18][C:19](=[O:20])[c:21]3[c:22]([C:23](=[O:24])[OH:25])[cH:26][cH:27][cH:28][n:29]3)[cH:14][cH:15][cH:16][cH:17]2)[c:4]2[cH:5][cH:6][cH:7][cH:8][c:9]12.[nH:30]1[c:31]2[c:32]([cH:33][cH:34][cH:35][cH:36]2)[c:37]([CH:38]=[CH:39][c:40]2[cH:41][cH:42][cH:43][cH:44][c:45]2[NH:46][C:47]([c:48]2[c:49]([C:50]([OH:51])=[O:52])[n:53][cH:54][cH:55][cH:56]2)=[O:57])[n:58]1>>[nH:1]1[n:2][c:3]([CH:10]=[CH:11][c:12]2[c:13]([N:18]3[C:19](=[O:20])[c:21]4[c:22]([cH:26][cH:27][cH:28][n:29]4)[C:23]3=[O:25])[cH:14][cH:15][cH:16][cH:17]2)[c:4]2[cH:5][cH:6][cH:7][cH:8][c:9]12.